This data is from the Open Reaction Database (ORD), a public repository of structured organic reaction records. The task is: describe an organic reaction: reactants, conditions, products, and yield The reactants are N1C(=NC2=C1C=CC=C2)C(=O)C2=CC=C(OC1=NC=CC=C1C1=CC(CC1)=O)C=C2 (3-(2-(4-(1H-benzo[d]imidazole-2-carbonyl)phenoxy)pyridin-3-yl)cyclopent-2-enone), [Cl-].[Ce+3].[Cl-].[Cl-] (cerium (iii) chloride), [B-].[Na+] (Sodium borohydrate). Run in O1CCCC1 (tetrahydrofuran), CO (methanol). Conditions: temperature 0 celsius. The product is N1C(=NC2=C1C=CC=C2)C(C2=CC=C(OC1=NC=CC=C1C1=CC(CC1)O)C=C2)O (3-(2-(4-((1H-benzo[d]imidazol-2-yl)(hydroxy)methyl)phenoxy)pyridin-3-yl)cyclopent-2-enol). As a reaction SMILES: [NH:1]1[C:5]2[CH:6]=[CH:7][CH:8]=[CH:9][C:4]=2[N:3]=[C:2]1[C:10]([C:12]1[CH:30]=[CH:29][C:15]([O:16][C:17]2[C:22]([C:23]3[CH2:27][CH2:26][C:25](=[O:28])[CH:24]=3)=[CH:21][CH:20]=[CH:19][N:18]=2)=[CH:14][CH:13]=1)=[O:11].[Cl-].[Ce+3].[Cl-].[Cl-].[B-].[Na+]>O1CCCC1.CO>[NH:1]1[C:5]2[CH:6]=[CH:7][CH:8]=[CH:9][C:4]=2[N:3]=[C:2]1[CH:10]([OH:11])[C:12]1[CH:30]=[CH:29][C:15]([O:16][C:17]2[C:22]([C:23]3[CH2:27][CH2:26][CH:25]([OH:28])[CH:24]=3)=[CH:21][CH:20]=[CH:19][N:18]=2)=[CH:14][CH:13]=1 |f:1.2.3.4,5.6|. Reported procedure: A suspension of 3-(2-(4-(1H-benzo[d]imidazole-2-carbonyl)phenoxy)pyridin-3-yl)cyclopent-2-enone (2125 mg, 5.37 mmol) and cerium (iii) chloride (1325 mg, 5.37 mmol) in tetrahydrofuran (300 mL) and methanol (30.0 mL) was cooled to 0° C. under nitrogen. Sodium borohydrate (813 mg, 21.50 mmol) was added in 4 lots over 20 min. The reaction was warmed to 23° C. over 2 h. After a total reaction time of 4 h, the reaction was quenched with saturated ammonium chloride solution (10 ml, slowly—effervescence... The reactants are CC(C)[N-]C(C)C, O=C1CCCN1C1CCCCC1, O=Cc1ccc(Cl)cc1Cl, [Li+]. Yields the product O=C1C(C(O)c2ccc(Cl)cc2Cl)CCN1C1CCCCC1. Reaction SMILES: [CH3:14][CH:15]([N-:16][CH:17]([CH3:18])[CH3:19])[CH3:20].[CH:1]1([N:7]2[C:8](=[O:12])[CH2:9][CH2:10][CH2:11]2)[CH2:2][CH2:3][CH2:4][CH2:5][CH2:6]1.[Cl:21][c:22]1[c:23]([CH:24]=[O:25])[cH:26][cH:27][c:28]([Cl:30])[cH:29]1.[Li+:13]>>[CH:1]1([N:7]2[C:8](=[O:12])[CH:9]([CH:24]([c:23]3[c:22]([Cl:21])[cH:29][c:28]([Cl:30])[cH:27][cH:26]3)[OH:25])[CH2:10][CH2:11]2)[CH2:2][CH2:3][CH2:4][CH2:5][CH2:6]1. Starting materials: Cl[O-].[Na+] (sodium hypochlorite), COC(CC=NO)CC=C (3-methoxy-5-hexenal oxime), ice water. Solvent: ClCCl (dichloromethane). Reaction conditions: time 1.5 hour. Yields the product COC1CC2C(=NOC2)C1 (5-methoxy-3a,4,5,6-tetrahydro-3H-cyclopenta[c]isoxazole). Yield: 51.8%. As a reaction SMILES: Cl[O-].[Na+].[CH3:4][O:5][CH:6]([CH2:11][CH:12]=[CH2:13])[CH2:7][CH:8]=[N:9][OH:10]>ClCCl>[CH3:4][O:5][CH:6]1[CH2:7][C:8]2=[N:9][O:10][CH2:13][CH:12]2[CH2:11]1 |f:0.1|. Procedure: A sodium hypochlorite solution (5% available chlorine, 9.36 mL) was added dropwise to a solution of 3-methoxy-5-hexenal oxime (450 mg) in dichloromethane (20 mL) at 0° C., and the mixture was stirred at 0° C. to room temperature for 1.5 hours. The reaction solution was poured into ice water, followed by extraction with dichloromethane. The extract was washed with a saturated sodium chloride solution and then dried over anhydrous magnesium sulfate. The drying agent was removed by filtration and t... Starting materials: CNc1cccc([N+](=O)[O-])c1C#N, [Fe]. Product: CNc1cccc(N)c1C#N. Reaction SMILES: [CH3:1][NH:2][c:3]1[c:4]([C:5]#[N:6])[c:7]([N+:11]([O-:12])=[O:13])[cH:8][cH:9][cH:10]1.[Fe:14]>>[CH3:1][NH:2][c:3]1[c:4]([C:5]#[N:6])[c:7]([NH2:11])[cH:8][cH:9][cH:10]1. Starting materials: CC(C)(C)OC(=O)NC(C#Cc1cc(-c2ccc3cnccc3c2)no1)Cc1ccccc1, CO. Yields the product CC(C)(C)OC(=O)NC(CCc1cc(-c2ccc3cnccc3c2)no1)Cc1ccccc1. As a reaction SMILES: [C:1]([CH3:2])([CH3:3])([CH3:4])[O:5][C:6]([NH:7][CH:8]([CH2:9][c:10]1[cH:11][cH:12][cH:13][cH:14][cH:15]1)[C:16]#[C:17][c:18]1[cH:19][c:20](-[c:23]2[cH:24][c:25]3[cH:26][cH:27][n:28][cH:29][c:30]3[cH:31][cH:32]2)[n:21][o:22]1)=[O:33].[CH3:34][OH:35]>>[C:1]([CH3:2])([CH3:3])([CH3:4])[O:5][C:6]([NH:7][CH:8]([CH2:9][c:10]1[cH:11][cH:12][cH:13][cH:14][cH:15]1)[CH2:16][CH2:17][c:18]1[cH:19][c:20](-[c:23]2[cH:24][c:25]3[cH:26][cH:27][n:28][cH:29][c:30]3[cH:31][cH:32]2)[n:21][o:22]1)=[O:33]. Reactants: C(C)(C)(C)C1=CC=C(C(=O)Cl)C=C1 (4-tert-butylbenzoyl chloride), C(C(CO)(CO)N)O (tris-amine), COC1=CC=C(C=C1)N1C(=NC2=CC=CC=C2C1=O)C(C)NC (3-(4-methoxyphenyl)-2-(1-methylaminoethyl)-3H-quinazolin-4-one), TEA. Run at time 2 hour. Reported procedure: To a suspension of the 3-(4-methoxyphenyl)-2-(1-methylaminoethyl)-3H-quinazolin-4-one (50 mg, 0.16 mmol) stirring in 2 mL DCM was added TEA (19 mg, 0.19 mmol) followed by the addition of neat 4-tert-butylbenzoyl chloride (31 mg, 0.16 mmol). The reaction was allowed to stir at room temperature for 2 h then treated with tris-amine (100 mg). The reaction was allowed to stand for 15 min at room temperature after which the resin was removed by filtration. The filtrate was concentrated under vacuum to... As a reaction SMILES: [CH3:1][O:2][C:3]1[CH:8]=[CH:7][C:6]([N:9]2[C:18](=[O:19])[C:17]3[C:12](=[CH:13][CH:14]=[CH:15][CH:16]=3)[N:11]=[C:10]2[CH:20]([NH:22]C)[CH3:21])=[CH:5][CH:4]=1.[C:24]([C:28]1[CH:36]=[CH:35][C:31]([C:32](Cl)=[O:33])=[CH:30][CH:29]=1)([CH3:27])([CH3:26])[CH3:25].[CH2:37](O)C(N)(CO)CO>C(Cl)Cl>[C:24]([C:28]1[CH:36]=[CH:35][C:31]([C:32]([NH:22][CH:20]([C:10]2[N:9]([C:6]3[CH:5]=[CH:4][C:3]([O:2][CH3:1])=[CH:8][CH:7]=3)[C:18](=[O:19])[C:17]3[C:12](=[CH:13][CH:14]=[CH:15][CH:16]=3)[N:11]=2)[CH3:21])=[O:33])=[C:30]([CH3:37])[CH:29]=1)([CH3:27])([CH3:26])[CH3:25]. The solvent is C(Cl)Cl (DCM). The yield is 97.0%. Product: C(C)(C)(C)C1=CC(=C(C(=O)NC(C)C2=NC3=CC=CC=C3C(N2C2=CC=C(C=C2)OC)=O)C=C1)C (4-tert-butyl-N-{1-[3-(4-methoxyphenyl)-4-oxo-3,4-dihydroquinazolin-2-yl]ethyl}-methylbenzamide), powder. Starting materials: C1CCOC1, CNC, Cc1nc(N)nc2c1C(=NOC1CCOC1=O)NC(c1ccc(F)cc1Br)C2. Product: Cc1nc(N)nc2c1C(=NOC(CCO)C(=O)N(C)C)NC(c1ccc(F)cc1Br)C2. Reaction SMILES: [CH2:32]1[O:33][CH2:34][CH2:35][CH2:36]1.[CH3:29][NH:30][CH3:31].[NH2:1][c:2]1[n:3][c:4]([CH3:28])[c:5]2[c:6]([n:7]1)[CH2:8][CH:9]([c:20]1[c:21]([Br:27])[cH:22][c:23]([F:26])[cH:24][cH:25]1)[NH:10][C:11]2=[N:12][O:13][CH:14]1[C:15](=[O:19])[O:16][CH2:17][CH2:18]1>>[NH2:1][c:2]1[n:3][c:4]([CH3:28])[c:5]2[c:6]([n:7]1)[CH2:8][CH:9]([c:20]1[c:21]([Br:27])[cH:22][c:23]([F:26])[cH:24][cH:25]1)[NH:10][C:11]2=[N:12][O:13][CH:14]([C:15](=[O:19])[N:30]([CH3:29])[CH3:31])[CH2:18][CH2:17][OH:16].